This data is from the Open Reaction Database (ORD), a public repository of structured organic reaction records. The task is: describe an organic reaction: reactants, conditions, products, and yield Procedure details: A yellow solution of Intermediate 88b (2.01 g, 6.27 mmol) and TFA (11.0 mL, 148 mmol) in DCM (50 mL) was stirred at reflux for 30 min. The cooled solution was concentrated in vacuo, redissolved in MeOH (3 mL), applied to an SCX-2 cartridge (50 g) and washed with MeOH (150 mL). The product was eluted with 2M NH3 in MeOH (100 mL); concentration in vacuo left the title compound as a pale orange solid (1.26 g, 91%). LCMS (Method 3): Rt 0.35 min, m/z 221 [MH+]. Yields the product FC=1C=CC=2N(C1)C(=NN2)[C@@H]2CNCCC2 (6-Fluoro-3-(S)-piperidin-3-yl-[1,2,4]triazolo[4,3-a]pyridine). Reactants: C(C)(C)(C)OC(=O)N1C[C@H](CCC1)C1=NN=C2N1C=C(C=C2)F ((S)-3-(6-Fluoro-[1,2,4]triazolo[4,3-a]pyridin-3-yl)-piperidine-1-carboxylic acid tert-butyl ester), C(=O)(C(F)(F)F)O (TFA). Run in C(Cl)Cl (DCM). As a reaction SMILES: C(OC([N:8]1[CH2:13][CH2:12][CH2:11][C@H:10]([C:14]2[N:18]3[CH:19]=[C:20]([F:23])[CH:21]=[CH:22][C:17]3=[N:16][N:15]=2)[CH2:9]1)=O)(C)(C)C.C(O)(C(F)(F)F)=O>C(Cl)Cl>[F:23][C:20]1[CH:21]=[CH:22][C:17]2[N:18]([C:14]([C@H:10]3[CH2:11][CH2:12][CH2:13][NH:8][CH2:9]3)=[N:15][N:16]=2)[CH:19]=1. Starting materials: COC1=CC=CC2=C1CCC=1C=CN(C21)CCNC(C)=O (N-[2-(4,5-dihydro-6-methoxy-1H-benz[g]indol-1-yl)ethyl]-acetamide), C(CO)O.O (ethylene glycol water), [OH-].[K+] (potassium hydroxide), [Cl-].[Na+] (sodium chloride). Yields the product C(\C=C\C(=O)O)(=O)O.COC1=CC=CC2=C1CCC=1C=CN(C21)CCN (2-(4,5-dihydro-6-methoxy-1H-benz[g]indol-1-yl)-ethylamine fumarate). The yield is 90.0%. Reaction SMILES: [CH3:1][O:2][C:3]1[C:8]2[CH2:9][CH2:10][C:11]3[CH:12]=[CH:13][N:14]([CH2:16][CH2:17][NH:18][C:19](=[O:21])[CH3:20])[C:15]=3[C:7]=2[CH:6]=[CH:5][CH:4]=1.[OH-:22].[K+].[Cl-].[Na+].[CH2:26]([OH:29])[CH2:27]O.[OH2:30]>>[C:19]([OH:21])(=[O:30])/[CH:20]=[CH:27]/[C:26]([OH:29])=[O:22].[CH3:1][O:2][C:3]1[C:8]2[CH2:9][CH2:10][C:11]3[CH:12]=[CH:13][N:14]([CH2:16][CH2:17][NH2:18])[C:15]=3[C:7]=2[CH:6]=[CH:5][CH:4]=1 |f:1.2,3.4,5.6,7.8|. Procedure: 3.34 g of N-[2-(4,5-dihydro-6-methoxy-1H-benz[g]indol-1-yl)ethyl]-acetamide were heated to 140° for 23 hours. under argon in 5 ml of ethylene glycol/water 2:1 in the presence of 3.93 g of potassium hydroxide. The reaction mixture was left to cool and was poured into 300 ml of semi-concentrated sodium chloride solution. The mixture was extracted three times with diethyl ether, dried over sodium sulfate, filtered and evaporated. The crude product was dissolved in 30 ml of methanol and treated with... The reactants are C(C(C)C)(=O)Cl (Isobutyryl chloride), O(C1=CC=CC=C1)C1=CC=C(C=C1)C1=CNC=2N=CN=C(C21)N (5-(4-phenoxyphenyl)-7H-pyrrolo[2,3-d]pyrimidin-4-ylamine), CN(C=O)C (dimethyl-formamide). Run in N1=CC=CC=C1 (pyridine). Run at temperature 20 celsius. The product is C(C(C)C)(=O)N1C=C(C2=C1N=CN=C2N)C2=CC=C(C=C2)OC2=CC=CC=C2 (7-isobutyryl-5-(4-phenoxyphenyl)-7H-pyrrolo[2,3-d]pyrimidin-4-ylamine). As a reaction SMILES: [C:1](Cl)(=[O:5])[CH:2]([CH3:4])[CH3:3].[O:7]([C:14]1[CH:19]=[CH:18][C:17]([C:20]2[C:28]3[C:27]([NH2:29])=[N:26][CH:25]=[N:24][C:23]=3[NH:22][CH:21]=2)=[CH:16][CH:15]=1)[C:8]1[CH:13]=[CH:12][CH:11]=[CH:10][CH:9]=1.CN(C)C=O>N1C=CC=CC=1>[C:1]([N:22]1[C:23]2[N:24]=[CH:25][N:26]=[C:27]([NH2:29])[C:28]=2[C:20]([C:17]2[CH:16]=[CH:15][C:14]([O:7][C:8]3[CH:13]=[CH:12][CH:11]=[CH:10][CH:9]=3)=[CH:19][CH:18]=2)=[CH:21]1)(=[O:5])[CH:2]([CH3:4])[CH3:3]. Procedure details: Isobutyryl chloride (1.8 g) was added dropwise to a mixture of 5-(4-phenoxyphenyl)-7H-pyrrolo[2,3-d]pyrimidin-4-ylamine (4.32 g), dry dimethyl-formamide (200 ml) and dry pyridine (2 ml) with stirring under nitrogen at 20° C. The mixture was stirred at ambient temperature for 1 hour and evaporated under vacuum. The residue was partitioned between water and ethyl acetate. The ethyl acetate was separated, dried and evaporated and the residue obtained was recrystallised from toluene to give 7-isobut... Reactants: CC(C)=O, COC(=O)C(=O)Nc1cccc(CO)c1. Product: COC(=O)C(=O)Nc1cccc(C=O)c1. Reaction SMILES: [CH3:16][C:17](=[O:18])[CH3:19].[CH3:1][O:2][C:3](=[O:4])[C:5](=[O:6])[NH:7][c:8]1[cH:9][c:10]([CH2:11][OH:12])[cH:13][cH:14][cH:15]1>>[CH3:1][O:2][C:3](=[O:4])[C:5](=[O:6])[NH:7][c:8]1[cH:9][c:10]([CH:11]=[O:12])[cH:13][cH:14][cH:15]1. Reactants: ClC1=NC(=C2N=CN(C2=N1)C1CCCC1)Cl (2,6-dichloro-9-cyclopentylpurine), NCC1OCCCC1 (2-aminomethyltetrahydropyran). Product: ClC1=NC(=C2N=CN(C2=N1)C1CCCC1)NCC1OCCCC1 (2-Chloro-6-[(2-tetrahydropyranyl)methylamino]-9-cyclopentylpurine). Run in C(C)N(CC)CC (triethylamine). As a reaction SMILES: [Cl:1][C:2]1[N:10]=[C:9]2[C:5]([N:6]=[CH:7][N:8]2[CH:11]2[CH2:15][CH2:14][CH2:13][CH2:12]2)=[C:4](Cl)[N:3]=1.[NH2:17][CH2:18][CH:19]1[CH2:24][CH2:23][CH2:22][CH2:21][O:20]1>C(N(CC)CC)C>[Cl:1][C:2]1[N:10]=[C:9]2[C:5]([N:6]=[CH:7][N:8]2[CH:11]2[CH2:15][CH2:14][CH2:13][CH2:12]2)=[C:4]([NH:17][CH2:18][CH:19]2[CH2:24][CH2:23][CH2:22][CH2:21][O:20]2)[N:3]=1. Procedure details: 2-Chloro-6-[(2-tetrahydropyranyl)methylamino]-9-cyclopentylpurine is prepared from 2,6-dichloro-9-cyclopentylpurine, 2-aminomethyltetrahydropyran, and triethylamine essentially as described above in Example 1, Scheme A, step b.